From a dataset of the Open Reaction Database (ORD), a public repository of structured organic reaction records. describe an organic reaction: reactants, conditions, products, and yield Starting materials: NC1=C2C(=NC=N1)N(N=C2C2=CC(=C(C=C2)NC(C2=C(C=C(C=C2)C(F)(F)F)F)=O)OC)C2=CC=C(C=C2)C=O (N1-{4-[4-amino-1-(4-formylphenyl)-1H-pyrazolo[3,4-d]pyrimidin-3-yl]-2-methoxyphenyl}-2-fluoro-4-(trifluoromethyl)benzamide), NC1=C2C(=NC=N1)N(N=C2C2=CC(=C(C=C2)NC(C2=C(C=C(C=C2)C(F)(F)F)F)=O)OC)C2=CC=C(C=C2)C=O (N1-{4-[4-amino-1-(4-formylphenyl)-1H-pyrazolo[3,4-d]pyrimidin-3-yl]-2-methoxyphenyl}-2-fluoro-4-(trifluoromethyl)benzamide), COCCCN (3-methoxypropylamine), C(C)(=O)O[BH-](OC(C)=O)OC(C)=O.[Na+] (sodium triacetoxyborohydride), COCCCN (3-methoxypropylamine), C(C)(=O)O[BH-](OC(C)=O)OC(C)=O.[Na+] (sodium triacetoxyborohydride), C(C)(=O)O[BH-](OC(C)=O)OC(C)=O.[Na+] (sodium triacetoxyborohydride), [OH-].[Na+] (NaOH). Run in ClC(C)Cl (dichloroethane), C(C)(=O)O (Acetic acid). Conditions: time 3 day. Product: NC1=C2C(=NC=N1)N(N=C2C2=CC(=C(C=C2)NC(C2=C(C=C(C=C2)C(F)(F)F)F)=O)OC)C2=CC=C(C=C2)CNCCCOC (N1-{4-[4-amino-1-(4-{[(3-methoxypropyl)amino]methyl}phenyl)-1H-pyrazolo[3,4-d]pyrimidin-3-yl]-2-methoxyphenyl}-2-fluoro-4-(trifluoromethyl)benzamide). Isolated yield 10.0%. As a reaction SMILES: [NH2:1][C:2]1[N:7]=[CH:6][N:5]=[C:4]2[N:8]([C:33]3[CH:38]=[CH:37][C:36]([CH:39]=O)=[CH:35][CH:34]=3)[N:9]=[C:10]([C:11]3[CH:16]=[CH:15][C:14]([NH:17][C:18](=[O:30])[C:19]4[CH:24]=[CH:23][C:22]([C:25]([F:28])([F:27])[F:26])=[CH:21][C:20]=4[F:29])=[C:13]([O:31][CH3:32])[CH:12]=3)[C:3]=12.[CH3:41][O:42][CH2:43][CH2:44][CH2:45][NH2:46].C(O[BH-](OC(=O)C)OC(=O)C)(=O)C.[Na+].[OH-].[Na+]>ClC(Cl)C.C(O)(=O)C>[NH2:1][C:2]1[N:7]=[CH:6][N:5]=[C:4]2[N:8]([C:33]3[CH:34]=[CH:35][C:36]([CH2:39][NH:46][CH2:45][CH2:44][CH2:43][O:42][CH3:41])=[CH:37][CH:38]=3)[N:9]=[C:10]([C:11]3[CH:16]=[CH:15][C:14]([NH:17][C:18](=[O:30])[C:19]4[CH:24]=[CH:23][C:22]([C:25]([F:27])([F:28])[F:26])=[CH:21][C:20]=4[F:29])=[C:13]([O:31][CH3:32])[CH:12]=3)[C:3]=12 |f:2.3,4.5|. Procedure: A mixture of N1-{4-[4-amino-1-(4-formylphenyl)-1H-pyrazolo[3,4-d]pyrimidin-3-yl]-2-methoxyphenyl}-2-fluoro-4-(trifluoromethyl)benzamide (Intermediate 2) (0.075 g, 0.14 mmol), 3-methoxypropylamine (0.024 g, 0.27 mmol), and sodium triacetoxyborohydride (0.087 g, 0.41 mmol) in dichloroethane (1.4 mL) was shaken at room temperature for 3 days. Additional portions of 3-methoxypropylamine (0.1 mL, 1 mmol) and sodium triacetoxyborohydride (0.085 g, 0.40 mmol) were added and the mixture was shaken for 3...